From a dataset of the Open Reaction Database (ORD), a public repository of structured organic reaction records. describe an organic reaction: reactants, conditions, products, and yield Starting materials: C(C)(C)(C)OC(NC1(CCC1)C1=CC=C(C=C1)C(CC1=CC=CC=C1)=O)=O (tert-butyl{1-[4-(phenylacetyl)phenyl]cyclobutyl}carbamate), ClC1=NC=CC(=C1C=O)NC(OC(C)(C)C)=O (tert-butyl (2-chloro-3-formylpyridin-4-yl)carbamate), C([O-])([O-])=O.[K+].[K+] (potassium carbonate), CN(C)C=O (DMF). The solvent is C(C)(=O)OCC (ethyl acetate), O (water). Conditions: temperature 80 celsius, time 15 hour. The product is C(C)(C)(C)OC(NC1(CCC1)C1=CC=C(C=C1)C1=NC2=CC=NC(=C2C=C1C1=CC=CC=C1)Cl)=O (tert-butyl{1-[4-(5-chloro-3-phenyl-1,6-naphthyridin-2-yl)phenyl]cyclobutyl}carbamate). As a reaction SMILES: [C:1]([O:5][C:6](=[O:27])[NH:7][C:8]1([C:12]2[CH:17]=[CH:16][C:15]([C:18](=O)[CH2:19][C:20]3[CH:25]=[CH:24][CH:23]=[CH:22][CH:21]=3)=[CH:14][CH:13]=2)[CH2:11][CH2:10][CH2:9]1)([CH3:4])([CH3:3])[CH3:2].[Cl:28][C:29]1[C:34]([CH:35]=O)=[C:33]([NH:37]C(=O)OC(C)(C)C)[CH:32]=[CH:31][N:30]=1.C(=O)([O-])[O-].[K+].[K+].CN(C=O)C>C(OCC)(=O)C.O>[C:1]([O:5][C:6](=[O:27])[NH:7][C:8]1([C:12]2[CH:17]=[CH:16][C:15]([C:18]3[C:19]([C:20]4[CH:25]=[CH:24][CH:23]=[CH:22][CH:21]=4)=[CH:35][C:34]4[C:33](=[CH:32][CH:31]=[N:30][C:29]=4[Cl:28])[N:37]=3)=[CH:14][CH:13]=2)[CH2:11][CH2:10][CH2:9]1)([CH3:4])([CH3:3])[CH3:2] |f:2.3.4|. Procedure details: To a round bottom flask was added tert-butyl{1-[4-(phenylacetyl)phenyl]cyclobutyl}carbamate (1-3) (2.7 g, 6.1 mmol), tert-butyl (2-chloro-3-formylpyridin-4-yl)carbamate (1-4) (1.6 g, 6.1 mmol), potassium carbonate (5.0 g, 6.0 mmol), and DMF (20 mL). The reaction mixture was heated to 80° C. while stirring in a hot oil bath under an atmosphere of nitrogen for 15 hours. Then the reaction mixture was warmed to 120° C. for 1 hour. The reaction mixture was permitted to cool to room temperature, added... The reactants are Brc1ccc(I)nc1, CCOC(C)=O, CC(C)(C)OC(=O)NCCN. Yields the product CC(C)(C)OC(=O)NCCNc1ccc(Br)cn1. As a reaction SMILES: [Br:1][c:2]1[cH:3][cH:4][c:5]([I:8])[n:6][cH:7]1.[CH3:20][CH2:21][O:22][C:23]([CH3:24])=[O:25].[NH2:9][CH2:10][CH2:11][NH:12][C:13]([O:14][C:15]([CH3:16])([CH3:17])[CH3:18])=[O:19]>>[Br:1][c:2]1[cH:3][cH:4][c:5]([NH:9][CH2:10][CH2:11][NH:12][C:13]([O:14][C:15]([CH3:16])([CH3:17])[CH3:18])=[O:19])[n:6][cH:7]1. The reactants are CO, O=C(O)c1cncnc1. Yields the product COC(=O)c1cncnc1. RXN SMILES: [CH3:10][OH:11].[n:1]1[cH:2][n:3][cH:4][c:5]([C:7](=[O:8])[OH:9])[cH:6]1>>[n:1]1[cH:2][n:3][cH:4][c:5]([C:7]([O:8][CH3:10])=[O:9])[cH:6]1. Starting materials: O=C(O)Cc1ccc(Br)cc1C(=O)O, CC(=O)Cl, CC(C)=O. Product: O=C1Cc2ccc(Br)cc2C(=O)O1. RXN SMILES: [C:1](=[O:2])([OH:3])[CH2:4][c:5]1[c:6]([C:7](=[O:8])[OH:9])[cH:10][c:11]([Br:14])[cH:12][cH:13]1.[CH3:15][C:16](=[O:17])[Cl:18].[CH3:19][C:20](=[O:21])[CH3:22]>>[C:1]1(=[O:2])[CH2:4][c:5]2[c:6]([cH:10][c:11]([Br:14])[cH:12][cH:13]2)[C:7](=[O:9])[O:8]1. Starting materials: BrC1=C(C=CC=C1)C(F)(F)F (1-bromo-2-trifluoromethylbenzene), [Mg] (magnesium), ClC=1C=C2C(C(NC2=CC1)=O)=O (5-chloro-1H-indole-2,3-dione), ice. Reagents/catalysts: II (iodine). Run in CCOCC (ether), CCOCC (ether), C1CCOC1 (THF). Conditions: time 30 minute. The product is ClC=1C=C2C(C(NC2=CC1)=O)(C1=C(C=CC=C1)C(F)(F)F)O (5-Chloro-3-hydroxy-3-(2-trifluoromethylphenyl)-1,3-dihydro-2H-indol-2-one). Yield: 32.6%. Reaction SMILES: [Mg].Br[C:3]1[CH:8]=[CH:7][CH:6]=[CH:5][C:4]=1[C:9]([F:12])([F:11])[F:10].[Cl:13][C:14]1[CH:15]=[C:16]2[C:20](=[CH:21][CH:22]=1)[NH:19][C:18](=[O:23])[C:17]2=[O:24]>CCOCC.C1COCC1.II>[Cl:13][C:14]1[CH:15]=[C:16]2[C:20](=[CH:21][CH:22]=1)[NH:19][C:18](=[O:23])[C:17]2([OH:24])[C:3]1[CH:8]=[CH:7][CH:6]=[CH:5][C:4]=1[C:9]([F:12])([F:11])[F:10]. Procedure details: A mixture of 2.3 g of magnesium and 0.01 g of iodine in 20 ml of ether is heated to reflux, a solution of 26 g of 1-bromo-2-trifluoromethylbenzene in 20 ml of ether is added dropwise and the resulting mixture is refluxed for 60 minutes. A solution of 9 g of 5-chloro-1H-indole-2,3-dione in 40 ml of THF is then added and refluxing is continued for 30 minutes. After cooling to RT, the reaction mixture is poured into an ice/concentrated HCl mixture and extracted with ether, the organic phase is wash... Starting materials: C(#N)C1=CC=C(CONC(=O)C2=C(C=CC=C2)NCC2=CC(=NC=C2)NC(NCCOC(C(=C)C)=O)=O)C=C1 (2-Methyl-acrylic acid 2-[3-(4-{[2-(4-cyano-benzyloxycarbamoyl)-phenylamino]-methyl}-pyridin-2-yl)-ureido]-ethyl ester), Cl (hydrochloric acid), O (water), [OH-].[Na+] (sodium hydroxide). Run in CO (methanol). Run at time 20 minute. The product is C(#N)C1=CC=C(CONC(C2=C(C=CC=C2)NCC2=CC(=NC=C2)NC(=O)NCCO)=O)C=C1 (N-(4-Cyano-benzyloxy)-2-({2-[3-(2-hydroxy-ethyl)-ureido]-pyridin-4-ylmethyl}-amino)-benzamide). RXN SMILES: [C:1]([C:3]1[CH:39]=[CH:38][C:6]([CH2:7][O:8][NH:9][C:10]([C:12]2[CH:17]=[CH:16][CH:15]=[CH:14][C:13]=2[NH:18][CH2:19][C:20]2[CH:25]=[CH:24][N:23]=[C:22]([NH:26][C:27](=[O:37])[NH:28][CH2:29][CH2:30][O:31]C(=O)C(C)=C)[CH:21]=2)=[O:11])=[CH:5][CH:4]=1)#[N:2].[OH-].[Na+].Cl.O>CO>[C:1]([C:3]1[CH:39]=[CH:38][C:6]([CH2:7][O:8][NH:9][C:10](=[O:11])[C:12]2[CH:17]=[CH:16][CH:15]=[CH:14][C:13]=2[NH:18][CH2:19][C:20]2[CH:25]=[CH:24][N:23]=[C:22]([NH:26][C:27]([NH:28][CH2:29][CH2:30][OH:31])=[O:37])[CH:21]=2)=[CH:5][CH:4]=1)#[N:2] |f:1.2|. Procedure details: To a stirred suspension of 2-methyl-acrylic acid 2-[3-(4-{[2-(4-cyanobenzyloxy-carbamoyl)-phenylamino]-methyl}-pyridin-2-yl)-ureido]-ethyl ester (Example 533, 500 mg) in methanol (10 ml) was added 2 M aqueous sodium hydroxide (5 ml). The reaction mixture was stirred at room temperature for 20 minutes. The pH of the mixture was adjusted to 5 by addition of 4 M hydrochloric acid and water (15 ml) was added. The resulting precipitated material was isolated by filtration and dried in vacuo, and gave... The reactants are CCCCCCC(=O)Cl, [Li]CCCC, C1CCOC1, O=C1NC(Cc2ccccc2)CO1. Product: CCCCCCC(=O)N1C(=O)OCC1Cc1ccccc1. As a reaction SMILES: [C:19]([CH2:20][CH2:21][CH2:22][CH2:23][CH2:24][CH3:25])(=[O:26])[Cl:27].[CH2:1]([Li:2])[CH2:3][CH2:4][CH3:5].[CH2:28]1[O:29][CH2:30][CH2:31][CH2:32]1.[CH2:6]([c:7]1[cH:8][cH:9][cH:10][cH:11][cH:12]1)[CH:13]1[NH:14][C:15](=[O:18])[O:16][CH2:17]1>>[CH2:6]([c:7]1[cH:8][cH:9][cH:10][cH:11][cH:12]1)[CH:13]1[N:14]([C:19]([CH2:20][CH2:21][CH2:22][CH2:23][CH2:24][CH3:25])=[O:26])[C:15](=[O:18])[O:16][CH2:17]1. Starting materials: C=CCOc1ccc(CS(=O)CCn2ccnn2)cc1, CN1C(=O)CC(=O)N(C)C1=O, ClCCl, [Pd], c1ccc(P(c2ccccc2)c2ccccc2)cc1, c1ccc(P(c2ccccc2)c2ccccc2)cc1, c1ccc(P(c2ccccc2)c2ccccc2)cc1, c1ccc(P(c2ccccc2)c2ccccc2)cc1. Product: O=S(CCn1ccnn1)Cc1ccc(O)cc1. Reaction SMILES: [CH2:12]([CH:13]=[CH2:14])[O:15][c:16]1[cH:17][cH:18][c:19]([CH2:22][S:23](=[O:24])[CH2:25][CH2:26][n:27]2[n:28][n:29][cH:30][cH:31]2)[cH:20][cH:21]1.[CH3:1][N:2]1[C:3](=[O:4])[CH2:5][C:6](=[O:7])[N:8]([CH3:9])[C:10]1=[O:11].[Cl:32][CH2:33][Cl:34].[Pd:35].[c:36]1([P:37]([c:38]2[cH:39][cH:40][cH:41][cH:42][cH:43]2)[c:44]2[cH:45][cH:46][cH:47][cH:48][cH:49]2)[cH:50][cH:51][cH:52][cH:53][cH:54]1.[c:55]1([P:56]([c:57]2[cH:58][cH:59][cH:60][cH:61][cH:62]2)[c:63]2[cH:64][cH:65][cH:66][cH:67][cH:68]2)[cH:69][cH:70][cH:71][cH:72][cH:73]1.[c:74]1([P:75]([c:76]2[cH:77][cH:78][cH:79][cH:80][cH:81]2)[c:82]2[cH:83][cH:84][cH:85][cH:86][cH:87]2)[cH:88][cH:89][cH:90][cH:91][cH:92]1.[c:93]1([P:94]([c:95]2[cH:96][cH:97][cH:98][cH:99][cH:100]2)[c:101]2[cH:102][cH:103][cH:104][cH:105][cH:106]2)[cH:107][cH:108][cH:109][cH:110][cH:111]1>>[OH:15][c:16]1[cH:17][cH:18][c:19]([CH2:22][S:23](=[O:24])[CH2:25][CH2:26][n:27]2[n:28][n:29][cH:30][cH:31]2)[cH:20][cH:21]1. Reactants: N1C(=O)NC(=O)CC1=O (barbituric acid), [Se](=O)=O (selenium dioxide), C(C=1C(O)=CC=CC1)(=O)O (salicylic acid), solution, C(C)(C)(C)OO (t-butylhydroperoxide). Run in ClCCl (dichloromethane), C1=CC=CC=C1 (benzene). Conditions: time 12 hour. Yields the product OC/C(=C/CC1(C(NC(NC1=O)=O)=O)CC=C)/C (5-(3E-4-Hydroxy-3-methyl-2-butenyl)-5-allylbarbituric acid). Reaction SMILES: [NH:1]1[C:8](=[O:9])[CH2:7][C:5](=[O:6])[NH:4][C:2]1=[O:3].[Se](=O)=O.[C:13](O)(=O)[C:14]1[C:15](=CC=[CH:19][CH:20]=1)[OH:16].[C:23](OO)(C)([CH3:25])[CH3:24]>ClCCl.C1C=CC=CC=1>[OH:16][CH2:15]/[C:14](/[CH3:13])=[CH:20]/[CH2:19][C:7]1([CH2:25][CH:23]=[CH2:24])[C:5](=[O:6])[NH:4][C:2](=[O:3])[NH:1][C:8]1=[O:9]. Procedure: To a solution of the 100 mg dienic barbituric acid prepared according to the immediately preceding Example, in 1 mL dichloromethane, was added 9 mg (84 μmol) selenium dioxide, 6 mg (42 μmol) salicylic acid, and 0.29 mL (1.09 mmol) of a 3.8 M solution of t-butylhydroperoxide in benzene. The solution was stirred well for 12 hr and concentrated. Chromatography on a 1×14 cm column, packed with 30% ethyl acetate/hexane and eluted with 25 mL each of 40%, 50%, 60%, and 70% ethyl acetate/hexane provided...